From a dataset of the Open Reaction Database (ORD), a public repository of structured organic reaction records. describe an organic reaction: reactants, conditions, products, and yield As a reaction SMILES: [C:1]([O:9][CH2:10][CH2:11][O:12][CH2:13][CH2:14][OH:15])(=[O:8])[C:2]1[CH:7]=[CH:6][CH:5]=[CH:4][CH:3]=1.[C:16]([O:19][CH:20]([CH2:34][CH2:35][CH2:36][CH2:37][CH2:38][CH3:39])[CH2:21]/[CH:22]=[CH:23]\[CH2:24][CH2:25][CH2:26][CH2:27][CH2:28][CH2:29][CH2:30][C:31](Cl)=[O:32])(=[O:18])[CH3:17]>>[C:16]([O:19][CH:20]([CH2:34][CH2:35][CH2:36][CH2:37][CH2:38][CH3:39])[CH2:21]/[CH:22]=[CH:23]\[CH2:24][CH2:25][CH2:26][CH2:27][CH2:28][CH2:29][CH2:30][C:31]([O:15][CH2:14][CH2:13][O:12][CH2:11][CH2:10][O:9][C:1](=[O:8])[C:2]1[CH:7]=[CH:6][CH:5]=[CH:4][CH:3]=1)=[O:32])(=[O:18])[CH3:17]. Procedure: 2-Benzoyloxyethoxyethyl 12-acetoxyoleate was prepared by the procedure of Example 1 from 21 gms (0.1 mole) of diethylene glycol monobenzoate and 36 gms (0.1 mole) of 12-acetoxyoleoyl chloride. The structure of the final product was characterized on the basis of NMR and IR spectral analyses as described in Example 1. Product: C(C)(=O)OC(C\C=C/CCCCCCCC(=O)OCCOCCOC(C1=CC=CC=C1)=O)CCCCCC (2-Benzoyloxyethoxyethyl 12-acetoxyoleate). Reactants: C(C1=CC=CC=C1)(=O)OCCOCCO (diethylene glycol monobenzoate), C(C)(=O)OC(C\C=C/CCCCCCCC(=O)Cl)CCCCCC (12-acetoxyoleoyl chloride). Starting materials: CC#N, O=C(c1ccc(-c2ccccc2)c(-c2ccccc2)c1)C1(Cl)OCO1, [I-], [Na+]. The product is O=C(c1ccc(-c2ccccc2)c(-c2ccccc2)c1)C1(I)OCO1. As a reaction SMILES: [CH3:28][C:29]#[N:30].[Cl:1][C:2]1([C:3](=[O:4])[c:5]2[cH:6][c:7](-[c:17]3[cH:18][cH:19][cH:20][cH:21][cH:22]3)[c:8](-[c:11]3[cH:12][cH:13][cH:14][cH:15][cH:16]3)[cH:9][cH:10]2)[O:23][CH2:24][O:25]1.[I-:27].[Na+:26]>>[C:2]1([C:3](=[O:4])[c:5]2[cH:6][c:7](-[c:17]3[cH:18][cH:19][cH:20][cH:21][cH:22]3)[c:8](-[c:11]3[cH:12][cH:13][cH:14][cH:15][cH:16]3)[cH:9][cH:10]2)([I:27])[O:23][CH2:24][O:25]1.